This data is from the Open Reaction Database (ORD), a public repository of structured organic reaction records. The task is: describe an organic reaction: reactants, conditions, products, and yield The reactants are ClC1=CC=C(CC2C(NCC2)=O)C=C1 (3-(4-chlorobenzyl)-2-pyrrolidinone). The solvent is C1CCOC1 (THF). Reaction conditions: temperature 60 celsius, time 2.5 hour. Yields the product ClC1=CC=C(CC2CNCC2)C=C1 (3-(4-Chlorobenzyl)pyrrolidine). Yield: 98.9%. As a reaction SMILES: [Cl:1][C:2]1[CH:14]=[CH:13][C:5]([CH2:6][CH:7]2[CH2:11][CH2:10][NH:9][C:8]2=O)=[CH:4][CH:3]=1>C1COCC1>[Cl:1][C:2]1[CH:3]=[CH:4][C:5]([CH2:6][CH:7]2[CH2:11][CH2:10][NH:9][CH2:8]2)=[CH:13][CH:14]=1. Procedure: To a solution of 3-(4-chlorobenzyl)-2-pyrrolidinone (420 mg, 2 mmol) in dry THF (25 mL) and under N2 LAH (190 mg, 5mmol) was added in portions with stirring over a period of a couple of minutes. The temperature was increased to 60° C. and the stirring continued for 2.5 h. The mixture was quenched with 200 μL water, 200 μL 5M NaOH and 600 μL water. The solid Li- and Al-salts were filtered off and the filtrate was evaporated to give a colourless oil (387 mg, 99%). Reactants: FC=1C=C(C=O)C=CC1 (3-fluorobenzaldehyde), C1(CC(CCC1)=O)=O (1,3-cyclohexanedione), C(C)(=O)[O-].[NH4+] (ammonium acetate), C(C)(=O)O.N1CCCC1 (pyrrolidine acetate). The solvent is C(C)O (ethanol), C(C)O (ethanol), CC(=O)C (Acetone). Reaction conditions: temperature 70 celsius. Yields the product FC=1C=C(C=CC1)C1C=C(NC=2CCCC(C12)=O)C (4-(3-Fluorophenyl)-2-methyl-4,6,7,8-tetrahydro-5(1H)-quinolone). Reaction SMILES: [F:1][C:2]1[CH:3]=[C:4]([CH:7]=[CH:8][CH:9]=1)[CH:5]=O.[C:10]1(=[O:17])[CH2:15][CH2:14][CH2:13][C:12](=O)[CH2:11]1.[C:18]([O-])(=O)C.[NH4+].C(O)(=O)C.[NH:27]1[CH2:31][CH2:30]CC1>C(O)C.CC(C)=O>[F:1][C:2]1[CH:3]=[C:4]([CH:5]2[C:11]3[C:10](=[O:17])[CH2:15][CH2:14][CH2:13][C:12]=3[NH:27][C:31]([CH3:30])=[CH:18]2)[CH:7]=[CH:8][CH:9]=1 |f:2.3,4.5|. Procedure: A mixture of 3-fluorobenzaldehyde (7.0 1,3-cyclohexanedione (6.61 g) and ethanol (150 mL) was heated at 70° C. overnight and then cooled to room temperature. Acetone (3.93 g), ammonium acetate (6.52 g) and a solution of pyrrolidine acetate (9.83 g) in ethanol (10 mL) was added and heated at 70° C. for three hours and then cooled to room temperature. The solvent was removed and the residue was partitioned between water and ethyl acetate. The organic layer was dried, filtered, and concentrated in ... The reactants are O(C1=CC=CC=C1)CC1=NC2C(N(C2S1)C(C(=O)OCC1=CC=CC=C1)C(=C)C)=O (benzyl α-[3-phenoxymethyl-7-oxo-4-thia-2,6-diazabicyclo[3,2,0]hept-2-en-6-yl]-α-isopropenylacetate), O=O (oxygen), CSC (dimethyl sulfide). Run in ClCCl (dichloromethane), CO (methanol). Product: O(C1=CC=CC=C1)CC1=NC2C(N(C2S1)C(C(=O)OCC1=CC=CC=C1)=C(C)O)=O (benzyl α-[3-phenoxymethyl-7-oxo-4-thia-2,6-diazabicyclo[3,2,0]hept-2-en-6-yl]-α-(1-hydroxyethylidene)acetate). The yield is 70.3%. Reaction SMILES: [O:1]([CH2:8][C:9]1[S:15][CH:14]2[CH:11]([C:12](=[O:30])[N:13]2[CH:16]([C:27]([CH3:29])=C)[C:17]([O:19][CH2:20][C:21]2[CH:26]=[CH:25][CH:24]=[CH:23][CH:22]=2)=[O:18])[N:10]=1)[C:2]1[CH:7]=[CH:6][CH:5]=[CH:4][CH:3]=1.[O:31]=O.CSC>ClCCl.CO>[O:1]([CH2:8][C:9]1[S:15][CH:14]2[CH:11]([C:12](=[O:30])[N:13]2[C:16](=[C:27]([OH:31])[CH3:29])[C:17]([O:19][CH2:20][C:21]2[CH:26]=[CH:25][CH:24]=[CH:23][CH:22]=2)=[O:18])[N:10]=1)[C:2]1[CH:7]=[CH:6][CH:5]=[CH:4][CH:3]=1. Procedure details: To a solution of benzyl α-[3-phenoxymethyl-7-oxo-4-thia-2,6-diazabicyclo[3,2,0]hept-2-en-6-yl]-α-isopropenylacetate (4.22 g) in dichloromethane and methanol (5:1) is introduced ozonized oxygen until the blue color of the solution does not fade out. Then the solution is mixed with dimethyl sulfide, washed with water, dried, and concentrated. The obtained residue is purified by chromatography over silica gel containing 10% water to give benzyl α-[3-phenoxymethyl-7-oxo-4-thia-2,6-diazabicyclo[3,2,0... The reactants are C(CC(=O)C)(=O)OC (methyl acetoacetate), COCC(=O)O (methoxy acetic acid), C(O)(O)=O.NNC(=N)N (aminoguanidine bicarbonate), [N+](=O)(O)[O-] (nitric acid). The solvent is C(C)(=O)O (acetic acid), O (water). Conditions: time 4 hour. The product is OC1=CC(=NC=2N1N=C(N2)COC)C (7-hydroxy-2-methoxymethyl-5-methyl-s-triazolo[1,5-a]pyrimidine). As a reaction SMILES: [CH3:1][O:2][CH2:3][C:4](O)=O.C(=O)(O)O.[NH2:11][NH:12][C:13]([NH2:15])=[NH:14].[N+]([O-])(O)=O.[C:20](OC)(=[O:25])[CH2:21][C:22]([CH3:24])=O>C(O)(=O)C.O>[OH:25][C:20]1[N:12]2[N:11]=[C:4]([CH2:3][O:2][CH3:1])[N:15]=[C:13]2[N:14]=[C:22]([CH3:24])[CH:21]=1 |f:1.2|. Reported procedure: A mixture of 90 g of methoxy acetic acid, 68 g of aminoguanidine bicarbonate, 40 ml of water and 0.5 ml of conc. nitric acid was stirred under reflux for 24 hours, and then condensed. To the resulting residue were added 250 ml of methyl acetoacetate and 5 ml of acetic acid and the mixture was stirred in a bath of 100 to 120° C. After 4 hours, the mixture was cooled by allowing to stand and crystals were collected by filtration, washed with isopropanol and dried to obtain 82 g of the title compou... Starting materials: COC(=O)C(=NOC(C)C)c1ccc(S(C)(=O)=O)c(Cl)c1, CO, ClC(Cl)Cl, [Li+], [OH-]. Product: CC(C)ON=C(C(=O)O)c1ccc(S(C)(=O)=O)c(Cl)c1. As a reaction SMILES: [CH3:1][O:2][C:3]([C:4](=[N:5][O:6][CH:7]([CH3:8])[CH3:9])[c:10]1[cH:11][c:12]([Cl:20])[c:13]([S:16](=[O:17])(=[O:18])[CH3:19])[cH:14][cH:15]1)=[O:21].[CH3:24][OH:25].[CH:26]([Cl:27])([Cl:28])[Cl:29].[Li+:22].[OH-:23]>>[O:2]=[C:3]([C:4](=[N:5][O:6][CH:7]([CH3:8])[CH3:9])[c:10]1[cH:11][c:12]([Cl:20])[c:13]([S:16](=[O:17])(=[O:18])[CH3:19])[cH:14][cH:15]1)[OH:21]. Reactants: —Pyridinium p-toluenesulfonate, CC(C)(C)[Si](OC[C@H]([C@H]1CC[C@H]2[C@@H]3CC=C4C([C@H](CC[C@]4(C)[C@H]3CC[C@]12C)O)(C)C)C)(C)C ((3β,20S)-21-[[(1,1-dimethylethyl)dimethylsilyl]oxy]-4,4,20-trimethylpregn-5-en-3-ol), C(=C)OCC (ethyl vinyl ether), C(O)([O-])=O.[Na+] (sodium hydrogencarbonate). The solvent is ClCCl (dichloromethane). Reaction conditions: time 6 hour. Product: CC(C)(C)[Si](OC[C@H]([C@H]1CC[C@H]2[C@@H]3CC=C4C([C@H](CC[C@]4(C)[C@H]3CC[C@]12C)OC(C)OCC)(C)C)C)(C)C ((3β,20S)-21-[[(1,1-dimethylethyl)dimethylsilyl]oxy]-3-[(1-ethoxyethyl)oxy]-4,4,20-trimethylpregn-5-ene). As a reaction SMILES: [CH3:1][C:2]([Si:5]([CH3:33])([CH3:32])[O:6][CH2:7][C@@H:8]([CH3:31])[C@@H:9]1[C@:26]2([CH3:27])[C@H:12]([C@H:13]3[C@H:23]([CH2:24][CH2:25]2)[C@:21]2([CH3:22])[C:16]([C:17]([CH3:30])([CH3:29])[C@@H:18]([OH:28])[CH2:19][CH2:20]2)=[CH:15][CH2:14]3)[CH2:11][CH2:10]1)([CH3:4])[CH3:3].C(=O)([O-])O.[Na+].[CH:39]([O:41][CH2:42][CH3:43])=[CH2:40]>ClCCl>[CH3:4][C:2]([Si:5]([CH3:32])([CH3:33])[O:6][CH2:7][C@@H:8]([CH3:31])[C@@H:9]1[C@:26]2([CH3:27])[C@H:12]([C@H:13]3[C@H:23]([CH2:24][CH2:25]2)[C@:21]2([CH3:22])[C:16]([C:17]([CH3:30])([CH3:29])[C@@H:18]([O:28][CH:39]([O:41][CH2:42][CH3:43])[CH3:40])[CH2:19][CH2:20]2)=[CH:15][CH2:14]3)[CH2:11][CH2:10]1)([CH3:3])[CH3:1] |f:1.2|. Procedure: —Pyridinium p-toluenesulfonate (0.31 g) was added to a solution of (3β,20S)-21-[[(1,1-dimethylethyl)dimethylsilyl]oxy]-4,4,20-trimethylpregn-5-en-3-ol (WO9852965; 7.28 g) in dichloromethane (50 ml) and ethyl vinyl ether (20 ml). After stirring of the reaction mixture for 6 h at room temperature it was poured into a saturated aqueous solution of sodium hydrogencarbonate. The product was extracted into dichloromethane; the combined organic phases were washed with brine, dried over sodium sulfate, ... Reactants: Compound II, C(C)NC(NOCC(=O)O)=O (2-(3-ethylureidooxy)acetic acid), N[C@H](C(=O)N(CC=1C=CC=C2C=CC=NC12)[C@H](C(OCC)OCC)C)CC1=CC=C(C=C1)OC(C)(C)C ((S)-2-amino-3-(4-tert-butoxyphenyl)-N—((S)-1,1-diethoxypropan-2-yl)-N-(quinolin-8-ylmethyl)propanamide). Product: C(C)(C)(C)OC1=CC=C(C=C1)C[C@@H](C(=O)N(CC=1C=CC=C2C=CC=NC12)[C@H](C(OCC)OCC)C)NC(CONC(=O)NCC)=O (1-(2-((S)-3-(4-tert-butoxyphenyl)-1-(((S)-1,1-diethoxypropan-2-yl)(quinolin-8-ylmethyl)amino)-1-oxopropan-2-ylamino)-2-oxoethoxy)-3-ethylurea). Reaction SMILES: [CH2:1]([NH:3][C:4](=[O:11])[NH:5][O:6][CH2:7][C:8]([OH:10])=O)[CH3:2].[NH2:12][C@@H:13]([CH2:37][C:38]1[CH:43]=[CH:42][C:41]([O:44][C:45]([CH3:48])([CH3:47])[CH3:46])=[CH:40][CH:39]=1)[C:14]([N:16]([C@@H:28]([CH3:36])[CH:29]([O:33][CH2:34][CH3:35])[O:30][CH2:31][CH3:32])[CH2:17][C:18]1[CH:19]=[CH:20][CH:21]=[C:22]2[C:27]=1[N:26]=[CH:25][CH:24]=[CH:23]2)=[O:15]>>[C:45]([O:44][C:41]1[CH:42]=[CH:43][C:38]([CH2:37][C@H:13]([NH:12][C:8](=[O:10])[CH2:7][O:6][NH:5][C:4]([NH:3][CH2:1][CH3:2])=[O:11])[C:14]([N:16]([C@@H:28]([CH3:36])[CH:29]([O:33][CH2:34][CH3:35])[O:30][CH2:31][CH3:32])[CH2:17][C:18]2[CH:19]=[CH:20][CH:21]=[C:22]3[C:27]=2[N:26]=[CH:25][CH:24]=[CH:23]3)=[O:15])=[CH:39][CH:40]=1)([CH3:48])([CH3:46])[CH3:47]. Procedure: According to the procedure described in the synthesis method of Compound II-15, 2-(3-ethylureidooxy)acetic acid (Compound VI-13) 48 mg (0.30 mmol) was coupled with (S)-2-amino-3-(4-tert-butoxyphenyl)-N—((S)-1,1-diethoxypropan-2-yl)-N-(quinolin-8-ylmethyl)propanamide (Compound IV-3) 100 mg (0.20 mmol) to obtain the title compound. Starting materials: CCOC(=O)C1=C(OCC)CCC1, Cl, CCCOc1ccc(N)cc1C1=NC(=O)C2=NN=NC2=N1, O=S1(=O)CCCC1. Yields the product CCCOc1ccc(NC2=C(C(=O)OCC)CCC2)cc1C1=NC(=O)C2=NN=NC2=N1. RXN SMILES: [CH2:22]([O:23][C:25]1=[C:26]([C:30](=[O:31])[O:32][CH2:33][CH3:34])[CH2:27][CH2:28][CH2:29]1)[CH3:24].[ClH:42].[NH2:1][c:2]1[cH:3][cH:4][c:5]([O:18][CH2:19][CH2:20][CH3:21])[c:6]([C:8]2=[N:9][C:10](=[O:17])[C:11]3=[N:12][N:13]=[N:14][C:15]3=[N:16]2)[cH:7]1.[S:35]1(=[O:40])(=[O:41])[CH2:36][CH2:37][CH2:38][CH2:39]1>>[NH:1]([c:2]1[cH:3][cH:4][c:5]([O:18][CH2:19][CH2:20][CH3:21])[c:6]([C:8]2=[N:9][C:10](=[O:17])[C:11]3=[N:12][N:13]=[N:14][C:15]3=[N:16]2)[cH:7]1)[C:25]1=[C:26]([C:30](=[O:31])[O:32][CH2:33][CH3:34])[CH2:27][CH2:28][CH2:29]1.